describe an organic reaction: reactants, conditions, products, and yield From a dataset of the Open Reaction Database (ORD), a public repository of structured organic reaction records. Starting materials: Br, CC(=O)OC(C)=O, CC(=O)[O-], Cc1nc(-c2ccc(N)cc2)c[nH]c1=O, [Na+], O. Product: CC(=O)Nc1ccc(-c2c[nH]c(=O)c(C)n2)cc1. As a reaction SMILES: [BrH:1].[CH3:17][C:18](=[O:19])[O:20][C:21](=[O:22])[CH3:23].[CH3:25][C:26](=[O:27])[O-:28].[NH2:2][c:3]1[cH:4][cH:5][c:6](-[c:9]2[n:10][c:11]([CH3:16])[c:12](=[O:15])[nH:13][cH:14]2)[cH:7][cH:8]1.[Na+:24].[OH2:29]>>[NH:2]([c:3]1[cH:4][cH:5][c:6](-[c:9]2[n:10][c:11]([CH3:16])[c:12](=[O:15])[nH:13][cH:14]2)[cH:7][cH:8]1)[C:18]([CH3:17])=[O:19].